From a dataset of the Open Reaction Database (ORD), a public repository of structured organic reaction records. describe an organic reaction: reactants, conditions, products, and yield The reactants are Cl.O1CCOCC1 (HCl dioxane), COC([C@@H](NC([C@@H](NC([C@H](NC(=O)OC(C)(C)C)C)=O)CC(O)=O)=O)CC1=CC=CC=C1)=O (N-t-butoxycarbonyl-D-alanyl-α-L-aspartyl-L-phenylalanine methyl ester). The solvent is C(C)OCC (ethyl ether). Reaction conditions: time 1 hour. Yields the product Cl.COC([C@@H](NC([C@@H](NC([C@H](N)C)=O)CC(O)=O)=O)CC1=CC=CC=C1)=O (D-Alanyl-α-L-aspartyl-L-phenylalanine methyl ester hydrochloride). RXN SMILES: [ClH:1].O1CCOCC1.[CH3:8][O:9][C:10](=[O:40])[C@H:11]([CH2:33][C:34]1[CH:39]=[CH:38][CH:37]=[CH:36][CH:35]=1)[NH:12][C:13](=[O:32])[C@H:14]([CH2:28][C:29](=[O:31])[OH:30])[NH:15][C:16](=[O:27])[C@@H:17]([CH3:26])[NH:18]C(OC(C)(C)C)=O>C(OCC)C>[ClH:1].[CH3:8][O:9][C:10](=[O:40])[C@H:11]([CH2:33][C:34]1[CH:39]=[CH:38][CH:37]=[CH:36][CH:35]=1)[NH:12][C:13](=[O:32])[C@H:14]([CH2:28][C:29](=[O:30])[OH:31])[NH:15][C:16](=[O:27])[C@@H:17]([CH3:26])[NH2:18] |f:0.1,4.5|. Reported procedure: To 20 ml of 4N-HCl/dioxane was added 2.0 g of N-t-butoxycarbonyl-D-alanyl-α-L-aspartyl-L-phenylalanine methyl ester under ice cooling. The mixture was stirred for 1 hour. To the reaction mixture was added 150 ml of ethyl ether. Precipitated crystals were collected by filtration. Yield, 1.6 g; m.p., 205°-208° C. (decomposed). The reactants are C(=O)([O-])[O-].[K+].[K+] (K2CO3), BrCC(=O)OC(C)(C)C (t-butyl bromoacetate), C(CCC)N1C(C2CC=CCC2C(=N1)C1=C(NC2=CC=CC=C12)C)=O (2-Butyl-4-(2-methyl-1H-indol-3-yl)-4a,5,8,8a-tetrahydro-2H-phthalazin-1-one). Solvent: CCOC(=O)C (EtOAc), CN(C)C=O (DMF). Conditions: temperature 75 celsius. Product: C(CCC)N1N=C(C2CC=CCC2C1=O)C1=C(N(C2=CC=CC=C12)CC(=O)O)C ([3-(3-Butyl-4-oxo-3,4,4a,5,8,8a-hexahydro-phthalazin-1-yl)-2-methyl-indol-1-yl]-acetic acid). RXN SMILES: [CH2:1]([N:5]1[N:14]=[C:13]([C:15]2[C:23]3[C:18](=[CH:19][CH:20]=[CH:21][CH:22]=3)[NH:17][C:16]=2[CH3:24])[CH:12]2[CH:7]([CH2:8][CH:9]=[CH:10][CH2:11]2)[C:6]1=[O:25])[CH2:2][CH2:3][CH3:4].C([O-])([O-])=O.[K+].[K+].Br[CH2:33][C:34]([O:36]C(C)(C)C)=[O:35]>CN(C=O)C.CCOC(C)=O>[CH2:1]([N:5]1[C:6](=[O:25])[CH:7]2[CH:12]([CH2:11][CH:10]=[CH:9][CH2:8]2)[C:13]([C:15]2[C:23]3[C:18](=[CH:19][CH:20]=[CH:21][CH:22]=3)[N:17]([CH2:33][C:34]([OH:36])=[O:35])[C:16]=2[CH3:24])=[N:14]1)[CH2:2][CH2:3][CH3:4] |f:1.2.3|. Procedure: The product of step b) was dissolved in DMF (4 mL) and treated with K2CO3 (0.7 mmol, 97 mg) and t-butyl bromoacetate (0.5 mmol, 74 uL). After heating at 75° C. for 2 h, the reaction was cooled, diluted with EtOAc (10 mL) and washed 3× water. The organic solution was concentrated to dryness and treated with 4 mL TFA for 1.5 h. The reaction was concentrated and the title compound was purified by preparative LCMS. 1H NMR (DMSO-d6) δ 7.76 (d, J=8.1 Hz, 1H), 7.30 (d, J=7.5 Hz, 1H), 7.09-6.99 (m, 2H),...